This data is from the Open Reaction Database (ORD), a public repository of structured organic reaction records. The task is: describe an organic reaction: reactants, conditions, products, and yield The reactants are C(C)(=O)NC\C=C\1/CCCC2=CC=C(C=C12)OC ((E)-1-[2-(acetylamino)ethylidene]-7-methoxy-1,2,3,4tetrahydronaphthalene). Reagents/catalysts: [Pd] (palladium/carbon). Solvent: C(C)O (ethanol). Yields the product C(C)(=O)NCCC1CCCC2=CC=C(C=C12)OC (1-[2-(Acetylamino)ethyl]-7-methoxy-1,2,3,4-tetrahydronaphthalene). Yield: 88.9%. As a reaction SMILES: [C:1]([NH:4][CH2:5]/[CH:6]=[C:7]1\[CH2:8][CH2:9][CH2:10][C:11]2[C:16]\1=[CH:15][C:14]([O:17][CH3:18])=[CH:13][CH:12]=2)(=[O:3])[CH3:2]>C(O)C.[Pd]>[C:1]([NH:4][CH2:5][CH2:6][CH:7]1[C:16]2[C:11](=[CH:12][CH:13]=[C:14]([O:17][CH3:18])[CH:15]=2)[CH2:10][CH2:9][CH2:8]1)(=[O:3])[CH3:2]. Procedure details: To a solution of (E)-1-[2-(acetylamino)ethylidene]-7-methoxy-1,2,3,4tetrahydronaphthalene (2.55 g, 10 mmol) in ethanol (20 ml) was added 5% palladium/carbon (50% hydrous, 400 mg). The mixture was subjected to catalytic reduction at normal pressure under hydrogen atmosphere. After the completion of hydrogenation, the palladium/carbon was then filtered off, and the solvent was distilled off under reduced pressure. The residue was purified by means of a silica gel column chromatography (chloroform:... Starting materials: FC(C(=O)C1=CNC2=CC(=CC=C12)[N+](=O)[O-])(F)F (2,2,2-trifluoro-1-(6-nitro-1H-indol-3-yl)-ethanone), C([O-])([O-])=O.[K+].[K+] (potassium carbonate), IC(C)C (2-iodopropane). Solvent: CN(C=O)C (N,N-dimethylformamide). Reaction conditions: temperature 25 celsius, time 10 minute. The product is FC(C(=O)C1=CN(C2=CC(=CC=C12)[N+](=O)[O-])C(C)C)(F)F (2,2,2-trifluoro-1-(1-isopropyl-6-nitro-1H-indol-3-yl)-ethanone). Isolated yield 50.0%. As a reaction SMILES: [F:1][C:2]([F:18])([F:17])[C:3]([C:5]1[C:13]2[C:8](=[CH:9][C:10]([N+:14]([O-:16])=[O:15])=[CH:11][CH:12]=2)[NH:7][CH:6]=1)=[O:4].C(=O)([O-])[O-].[K+].[K+].I[CH:26]([CH3:28])[CH3:27]>CN(C)C=O>[F:18][C:2]([F:1])([F:17])[C:3]([C:5]1[C:13]2[C:8](=[CH:9][C:10]([N+:14]([O-:16])=[O:15])=[CH:11][CH:12]=2)[N:7]([CH:26]([CH3:28])[CH3:27])[CH:6]=1)=[O:4] |f:1.2.3|. Procedure details: A solution of 2,2,2-trifluoro-1-(6-nitro-1H-indol-3-yl)-ethanone (1.0 g, 3.87 mmol) in N,N-dimethylformamide (10 mL) at 25° C. was treated with potassium carbonate (1.34 g, 9.68 mmol). The resulting mixture was stirred at 25° C. for 10 min and then treated with 2-iodopropane (0.58 mL, 5.81 mmol). The reaction was heated at 65° C. for 3 h. At this time, the reaction was cooled to 25° C. and was partitioned between water (50 mL) and ethyl acetate (50 mL). This mixture was treated with a 1N aqueous... Starting materials: N1N=CC=C1 (pyrazole), N1(CCCC1)C(CNC(=O)C1=NNC(=C1Br)NC(C1=C(C=CC=C1)Cl)=O)C (4-Bromo-5-(2-chloro-benzoylamino)-1H-pyrazole-3-carboxylic acid (2-pyrrolidin-1-yl-prop-1-yl)-amide). Yields the product CN(C[C@@H](C)NC(=O)C1=NNC(=C1Br)NC(C1=C(C=CC=C1)Cl)=O)C ((R)-4-Bromo-5-(2-chloro-benzoylamino)-1H-pyrazole-3-carboxylic acid (2-dimethylamino-1-methyl-ethyl)-amide). Reaction SMILES: N1C=C[CH:3]=N1.[N:6]1([CH:11](C)[CH2:12][NH:13][C:14]([C:16]2[C:20]([Br:21])=[C:19]([NH:22][C:23](=[O:31])[C:24]3[CH:29]=[CH:28][CH:27]=[CH:26][C:25]=3[Cl:30])[NH:18][N:17]=2)=[O:15])[CH2:10]CC[CH2:7]1>>[CH3:10][N:6]([CH3:7])[CH2:11][C@H:12]([NH:13][C:14]([C:16]1[C:20]([Br:21])=[C:19]([NH:22][C:23](=[O:31])[C:24]2[CH:29]=[CH:28][CH:27]=[CH:26][C:25]=2[Cl:30])[NH:18][N:17]=1)=[O:15])[CH3:3]. Procedure details: The pyrazole acid, prepared as described in Procedure 8, was coupled with (R)—N,N dimethyl-1,2-propanediamine (prepared as shown in Procedure 2) using the method of Procedure 3. Starting materials: BrCc1ccccc1, CCO, [N-]=[N+]=[N-], [Na+]. Yields the product [N-]=[N+]=NCc1ccccc1. As a reaction SMILES: [Br:1][CH2:2][c:3]1[cH:4][cH:5][cH:6][cH:7][cH:8]1.[CH3:13][CH2:14][OH:15].[N-:10]=[N+:11]=[N-:12].[Na+:9]>>[CH2:2]([c:3]1[cH:4][cH:5][cH:6][cH:7][cH:8]1)[N:10]=[N+:11]=[N-:12].